This data is from the Open Reaction Database (ORD), a public repository of structured organic reaction records. The task is: describe an organic reaction: reactants, conditions, products, and yield Reactants: N#N (N2), [N+](=O)([O-])C1=CC=NN1 (5-nitro-1H-pyrazole), C(=O)([O-])[O-].[Cs+].[Cs+] (Cs2CO3), BrCCCCC1(OCCO1)C (2-(4-bromo-butyl)-2-methyl-[1,3]dioxolane). Solvent: CC(OCC)=O (EA), O (Water), C(=O)(C)C#N (AcCN), C(=O)(C)C#N (AcCN). Reaction conditions: temperature 80 celsius, time 2.5 hour. Product: CC1(OCCO1)CCCCN1N=C(C=C1)[N+](=O)[O-] (1-[4-(2-Methyl-[1,3]dioxolan-2-yl)-butyl]-3-nitro-1H-pyrazole). Reaction SMILES: N#N.[N+:3]([C:6]1[NH:10][N:9]=[CH:8][CH:7]=1)([O-:5])=[O:4].C([O-])([O-])=O.[Cs+].[Cs+].Br[CH2:18][CH2:19][CH2:20][CH2:21][C:22]1([CH3:27])[O:26][CH2:25][CH2:24][O:23]1>C(C#N)(C)=O.CC(=O)OCC.O>[CH3:27][C:22]1([CH2:21][CH2:20][CH2:19][CH2:18][N:9]2[CH:8]=[CH:7][C:6]([N+:3]([O-:5])=[O:4])=[N:10]2)[O:26][CH2:25][CH2:24][O:23]1 |f:2.3.4|. Procedure details: In a flame dried round-bottomed flask equipped with a magnetic stir bar and under inert atmosphere (N2), a solution of 5-nitro-1H-pyrazole (2.97 g, 18.68 mmol) and Cs2CO3 (6.67 g, 26.22 mmol) in AcCN (27.0 mL) was treated with a solution of 2-(4-bromo-butyl)-2-methyl-[1,3]dioxolane (5.85 g, 26.22 mmol) in AcCN (27.0 mL). The reaction mixture was stirred at 80° C. for 2.5 h. Water (100 mL) and EA (200 mL) were added to the cooled reaction mixture. The aq. layer was extracted with EA (100 mL) and ... RXN SMILES: [Br:1][c:2]1[c:3](-[c:20]2[cH:21][c:22]([N+:26](=[O:27])[O-:28])[cH:23][cH:24][cH:25]2)[c:4]([CH3:19])[c:5]([C:17]#[N:18])[c:6]([NH:10][C:11]([C:12]([CH3:13])([CH3:14])[CH3:15])=[O:16])[c:7]1[O:8][CH3:9].[Br:29][B:30]([Br:31])[Br:32].[Cl:39][CH2:40][Cl:41].[Na+:33].[Na+:34].[O-:35][C:36](=[O:37])[O-:38].[OH2:42]>>[Br:1][c:2]1[c:3](-[c:20]2[cH:21][c:22]([N+:26](=[O:27])[O-:28])[cH:23][cH:24][cH:25]2)[c:4]([CH3:19])[c:5]([C:17]#[N:18])[c:6]([NH:10][C:11]([C:12]([CH3:13])([CH3:14])[CH3:15])=[O:16])[c:7]1[OH:8]. The reactants are COc1c(Br)c(-c2cccc([N+](=O)[O-])c2)c(C)c(C#N)c1NC(=O)C(C)(C)C, BrB(Br)Br, ClCCl, [Na+], [Na+], O=C([O-])[O-], O. Product: Cc1c(C#N)c(NC(=O)C(C)(C)C)c(O)c(Br)c1-c1cccc([N+](=O)[O-])c1.